The task is: describe an organic reaction: reactants, conditions, products, and yield. This data is from the Open Reaction Database (ORD), a public repository of structured organic reaction records. The reactants are CN(C)C=O, O=C(O)C1CCCN(CCC=C2c3cc(Cl)ccc3OCOc3ccc(Cl)cc32)C1, Cl, ICI, O=C(c1cc(Cl)ccc1O)c1cc(Cl)ccc1O. Yields the product O=C1c2cc(Cl)ccc2OCOc2ccc(Cl)cc21. As a reaction SMILES: [CH3:53][N:54]([CH3:55])[CH:56]=[O:57].[Cl:2][c:3]1[cH:4][c:5]2[c:6]([cH:30][cH:31]1)[O:7][CH2:8][O:9][c:10]1[c:11]([cH:25][c:26]([Cl:29])[cH:27][cH:28]1)[C:12]2=[CH:13][CH2:14][CH2:15][N:16]1[CH2:17][CH2:18][CH2:19][CH:20]([C:21]([OH:22])=[O:23])[CH2:24]1.[ClH:1].[I:50][CH2:51][I:52].[OH:32][c:33]1[cH:34][cH:35][c:36]([Cl:37])[cH:38][c:39]1[C:40]([c:41]1[cH:42][c:43]([Cl:44])[cH:45][cH:46][c:47]1[OH:48])=[O:49]>>[Cl:2][c:3]1[cH:4][c:5]2[c:6]([cH:30][cH:31]1)[O:7][CH2:8][O:9][c:10]1[c:11]([cH:25][c:26]([Cl:29])[cH:27][cH:28]1)[C:12]2=[O:32]. Starting materials: C(C)(C)(C)[Si](OCC#CCCO)(C1=CC=CC=C1)C1=CC=CC=C1 (5-(tert-Butyl-diphenyl-silanyloxy)-pent-3-yn-1-ol), C(Br)(Br)(Br)Br (CBr4), C1=CC=C(C=C1)P(C2=CC=CC=C2)C3=CC=CC=C3 (Ph3P). Solvent: C(Cl)Cl (CH2Cl2), C(Cl)Cl (CH2Cl2). Conditions: time 30 minute. Yields the product BrCCC#CCO[Si](C1=CC=CC=C1)(C1=CC=CC=C1)C(C)(C)C ((5-Bromo-pent-2-ynyloxy)-tert-butyl-diphenyl-silane). Isolated yield 99.1%. RXN SMILES: [C:1]([Si:5]([C:19]1[CH:24]=[CH:23][CH:22]=[CH:21][CH:20]=1)([C:13]1[CH:18]=[CH:17][CH:16]=[CH:15][CH:14]=1)[O:6][CH2:7][C:8]#[C:9][CH2:10][CH2:11]O)([CH3:4])([CH3:3])[CH3:2].C(Br)(Br)(Br)[Br:26].C1C=CC(P(C2C=CC=CC=2)C2C=CC=CC=2)=CC=1>C(Cl)Cl>[Br:26][CH2:11][CH2:10][C:9]#[C:8][CH2:7][O:6][Si:5]([C:1]([CH3:2])([CH3:4])[CH3:3])([C:19]1[CH:20]=[CH:21][CH:22]=[CH:23][CH:24]=1)[C:13]1[CH:18]=[CH:17][CH:16]=[CH:15][CH:14]=1. Procedure: A solution of compound 5 (1.09 g, 3.22 mmol) and CBr4 (1.28 g, 3.86 mmol) in CH2Cl2 (70 mL) was treated with a solution of Ph3P (1.27 g, 4.84 mmol) in CH2Cl2 (30 mL) dropwise at −78° C. After 30 min, the reaction mixture was slowly warmed up to room temperature for 2 h and then stirred for overnight. The reaction mixture was poured to the silica gel pad. The filtrate was concentrated to dryness. After concentration, the residue was purified with 0˜2% EtOAc in hexanes by silica gel column chromat... Reaction SMILES: COS([O:6][CH3:7])(=O)=O.[Cl:8][C:9]1[N:15]=[CH:14][C:13]2[NH:16][C:17](=O)[CH2:18][NH:19][C:12]=2[N:11]([C:21]2[CH:26]=[CH:25][CH:24]=[CH:23][CH:22]=2)[CH:10]=1.CC(C)([O-])C.[K+]>C(O)C.C(=O)([O-])[O-].[Na+].[Na+]>[Cl:8][C:9]1[N:15]=[CH:14][C:13]2[N:16]([CH3:17])[C:7](=[O:6])[CH2:18][NH:19][C:12]=2[N:11]([C:21]2[CH:26]=[CH:25][CH:24]=[CH:23][CH:22]=2)[CH:10]=1 |f:2.3,5.6.7|. Conditions: time 10 minute. Procedure: Dimethylsulfate, 1.15g (9mmol), was added to a solution of 1.2g (4.4mmol) of 7-chloro-1,3-dihydro-5-phenyl-2H-pyrazino[2,3-f] [1,4] diazepin-2-one and 1g (9mmol) of potassium t-butoxide in 30 ml of ethanol. After stirring for 10 min at room temperature, the reaction mixture was diluted with 10% aqueous sodium carbonate solution and was extracted with methylene chloride. The extracts were washed with water, dried over sodiumsulfate and evaporated. The residue was chromatographed over 40g of silic... The solvent is C(C)O (ethanol), C([O-])([O-])=O.[Na+].[Na+] (sodium carbonate). Starting materials: COS(=O)(=O)OC (Dimethylsulfate), ClC1=CN(C2=C(C=N1)NC(CN2)=O)C2=CC=CC=C2 (7-chloro-1,3-dihydro-5-phenyl-2H-pyrazino[2,3-f] [1,4] diazepin-2-one), 1g, CC(C)([O-])C.[K+] (potassium t-butoxide). Product: ClC1=CN(C2=C(C=N1)N(C(CN2)=O)C)C2=CC=CC=C2 (7-chloro-1,3-dihydro-1-methyl-5-phenyl-2H-pyrazino[2,3-f][1,4]diazepin-2-one).